Dataset: the Open Reaction Database (ORD), a public repository of structured organic reaction records. Task: describe an organic reaction: reactants, conditions, products, and yield The reactants are C(C1=CC=CC=C1)(=O)N1C(=NC(C1=O)(C)C(C)C)C1=C(C(=O)OC)C=C(C=N1)CBr (2-(1-benzoyl-4-isopropyl-4-methyl-5-oxo-2-imidazolin-2-yl)-5-bromomethyl-nicotinic acid, methyl ester), [C-]#N.[Na+] (sodium cyanide), O (water). Run in C(C)O (ethanol). Reaction conditions: time 24 hour. Yields the product C(#N)CC=1C=NC(=C(C(=O)O)C1)C=1NC(C(N1)(C)C(C)C)=O (5-(cyanomethyl)-2-(4-isopropyl-4-methyl-5-oxo-2-imidazolin-2-yl)nicotinic acid). RXN SMILES: C([N:9]1[C:13](=[O:14])[C:12]([CH:16]([CH3:18])[CH3:17])([CH3:15])[N:11]=[C:10]1[C:19]1[N:28]=[CH:27][C:26]([CH2:29]Br)=[CH:25][C:20]=1[C:21](OC)=[O:22])(=O)C1C=CC=CC=1.[C-:31]#[N:32].[Na+].[OH2:34]>C(O)C>[C:31]([CH2:29][C:26]1[CH:27]=[N:28][C:19]([C:10]2[NH:9][C:13](=[O:14])[C:12]([CH:16]([CH3:17])[CH3:18])([CH3:15])[N:11]=2)=[C:20]([CH:25]=1)[C:21]([OH:22])=[O:34])#[N:32] |f:1.2|. Reported procedure: To a solution of 1.0 g of 2-(1-benzoyl-4-isopropyl-4-methyl-5-oxo-2-imidazolin-2-yl)-5-bromomethyl-nicotinic acid, methyl ester, in 60 mL ethanol is added 0.24 g sodium cyanide, followed by 10 cc water. The resulting solution is stirred at room temperature for 24 hours and concentrated in vacuo. The residue is partitioned between methylene chloride and water. The aqueous phase is acidified to pH 3 and extracted with methylene chloride, and the combined organic phases are dried and concentrated i... Reactants: C1=CC=CC=2SCC3=C(C(C21)=NCCCO)C=CC=C3 (3-{ (dibenzo[b,e]thiepin-11(6H)-yliden)-amino}-1-propanol), O (water), N1=CC=CC=C1 (pyridine), C1(=CC=C(C=C1)S(=O)(=O)Cl)C (p-toluenesulfonyl chloride). The solvent is C(Cl)Cl (methylene chloride). Conditions: temperature 0 celsius, time 1 hour. Product: S(=O)(=O)(OCCCN=C1C2=C(SCC3=C1C=CC=C3)C=CC=C2)C2=CC=C(C)C=C2 (3-{(dibenzo[b,e]thiepin-11(6H)-yliden)-amino}-propyl tosylate). As a reaction SMILES: [CH:1]1[C:11]2[C:10](=[N:12][CH2:13][CH2:14][CH2:15][OH:16])[C:9]3[CH:17]=[CH:18][CH:19]=[CH:20][C:8]=3[CH2:7][S:6][C:5]=2[CH:4]=[CH:3][CH:2]=1.N1C=CC=CC=1.[C:27]1([CH3:37])[CH:32]=[CH:31][C:30]([S:33](Cl)(=[O:35])=[O:34])=[CH:29][CH:28]=1.O>C(Cl)Cl>[S:33]([C:30]1[CH:31]=[CH:32][C:27]([CH3:37])=[CH:28][CH:29]=1)([O:16][CH2:15][CH2:14][CH2:13][N:12]=[C:10]1[C:9]2[CH:17]=[CH:18][CH:19]=[CH:20][C:8]=2[CH2:7][S:6][C:5]2[CH:4]=[CH:3][CH:2]=[CH:1][C:11]1=2)(=[O:35])=[O:34]. Procedure: 10.0 G. of 3-{ (dibenzo[b,e]thiepin-11(6H)-yliden)-amino}-1-propanol in 30 ml. of absolute pyridine are treated at 0° C. within 1 hour with 9.0 g. of p-toluenesulfonyl chloride. The solution is stirred at 0° C. for 1 hour and subsequently left to stand at 0° C. for 16 hours. The mixture is then diluted with methylene chloride and treated with water. The organic phase is washed with aqueous sodium bicarbonate solution, dried over sodium sulfate and evaporated under reduced pressure. There is obta... The reactants are ClCCCl, ClCCl, NCCc1ccc(F)cc1, On1nnc2cccnc21, O=C(O)c1ccccc1. The product is O=C(NCCc1ccc(F)cc1)c1ccccc1. RXN SMILES: [CH2:30]([Cl:31])[CH2:32][Cl:33].[Cl:34][CH2:35][Cl:36].[F:11][c:12]1[cH:13][cH:14][c:15]([CH2:16][CH2:17][NH2:18])[cH:19][cH:20]1.[OH:1][n:2]1[c:3]2[n:4][cH:5][cH:6][cH:7][c:8]2[n:9][n:10]1.[OH:21][C:22](=[O:23])[c:24]1[cH:25][cH:26][cH:27][cH:28][cH:29]1>>[F:11][c:12]1[cH:13][cH:14][c:15]([CH2:16][CH2:17][NH:18][C:22](=[O:21])[c:24]2[cH:25][cH:26][cH:27][cH:28][cH:29]2)[cH:19][cH:20]1. Reactants: CCOC(=O)c1cc2c(O)cccc2[nH]1, O=C(O)c1cc2c(OCC3CCC3)cccc2[nH]1. The product is O=C(O)c1cc2c(OCC3CCOC3)cccc2[nH]1. Reaction SMILES: [CH2:19]([O:21][C:20]([c:22]1[nH:23][c:24]2[c:25]([cH:26]1)[c:27]([OH:28])[cH:29][cH:30][cH:31]2)=[O:32])[CH3:33].[CH:1]1([CH2:5][O:6][c:7]2[c:8]3[cH:9][c:10]([C:16](=[O:17])[OH:18])[nH:11][c:12]3[cH:13][cH:14][cH:15]2)[CH2:2][CH2:3][CH2:4]1>>[CH:1]1([CH2:5][O:6][c:7]2[c:8]3[cH:9][c:10]([C:16](=[O:17])[OH:18])[nH:11][c:12]3[cH:13][cH:14][cH:15]2)[CH2:2][O:21][CH2:3][CH2:4]1. Starting materials: NC1=CC(=C(C(=C1)Cl)N=C1NCCN1)Cl (2-(4-amino-2,6-dichlorophenylimino)imidazolidine), C(C)(=O)N1C(NCC1)=O (1-acetyl-2-imidazolidone), [OH-].[Na+] (sodium hydroxide). Run in P(=O)(Cl)(Cl)Cl (phosphoryl chloride), P(=O)(Cl)(Cl)Cl (phosphoryl chloride). Yields the product ClC1=C(C(=CC(C1)=NC1NCCN1)Cl)N=C1NCCN1 (2-[2,6-dichloro-4-(2-imidazolidinylimino)phenylimino]imidazolidine). As a reaction SMILES: [NH2:1][C:2]1[CH:7]=[C:6]([Cl:8])[C:5]([N:9]=[C:10]2[NH:14][CH2:13][CH2:12][NH:11]2)=[C:4]([Cl:15])[CH:3]=1.C([N:19]1[CH2:23][CH2:22][NH:21][C:20]1=O)(=O)C.[OH-].[Na+]>P(Cl)(Cl)(Cl)=O>[Cl:15][C:4]1[CH2:3][C:2](=[N:1][CH:20]2[NH:21][CH2:22][CH2:23][NH:19]2)[CH:7]=[C:6]([Cl:8])[C:5]=1[N:9]=[C:10]1[NH:14][CH2:13][CH2:12][NH:11]1 |f:2.3|. Reported procedure: A mixture of 2-(4-amino-2,6-dichlorophenylimino)imidazolidine (3.7 g, 0.015M) and 1-acetyl-2-imidazolidone (2.2 g, 0.02M) in phosphoryl chloride (25 ml) was heated under reflux for 3 days. After cooling to room temperature the phosphoryl chloride was evaporated to give an oily residue. The residue was basified with sodium hydroxide (50%) and the insoluble solid was filtered off. This solid was hydrolysed with dilute sodium hydroxide in methanol. After evaporation of the mixture the product was e... The reactants are C1CCOC1, CON(C)C(=O)c1cc(C)on1, CC(C)[Mg+], [Cl-], Cc1cccc(Cn2cc(I)c(=O)c3ccccc32)n1. Product: Cc1cccc(Cn2cc(C(=O)c3cc(C)on3)c(=O)c3ccccc32)n1. RXN SMILES: [CH2:38]1[O:39][CH2:40][CH2:41][CH2:42]1.[CH3:26][O:27][N:28]([C:29](=[O:30])[c:31]1[n:32][o:33][c:34]([CH3:36])[cH:35]1)[CH3:37].[CH:22]([Mg+:23])([CH3:24])[CH3:25].[Cl-:21].[I:1][c:2]1[cH:3][n:4]([CH2:13][c:14]2[n:15][c:16]([CH3:20])[cH:17][cH:18][cH:19]2)[c:5]2[cH:6][cH:7][cH:8][cH:9][c:10]2[c:11]1=[O:12]>>[c:2]1([C:29](=[O:30])[c:31]2[n:32][o:33][c:34]([CH3:36])[cH:35]2)[cH:3][n:4]([CH2:13][c:14]2[n:15][c:16]([CH3:20])[cH:17][cH:18][cH:19]2)[c:5]2[cH:6][cH:7][cH:8][cH:9][c:10]2[c:11]1=[O:12]. Reactants: N1CC(C1)C=1C(=C(C=C(C1)C#N)NC1=NN2C(C(=N1)N(CC1=CC=C(C=C1)OC)C1CC1)=NC=C2C#N)Cl (2-((3-(azetidin-3-yl)-2-chloro-5-cyanophenyl)amino)-4-(cyclopropyl(4-methoxybenzyl)amino)imidazo[2,1-f][1,2,4]triazine-7-carbonitrile), O1CC(C1)=O (oxetan-3-one). Product: ClC1=C(C=C(C=C1C1CN(C1)C1COC1)C#N)NC1=NN2C(C(=N1)NC1CC1)=NC=C2C#N (2-((2-chloro-5-cyano-3-(1-(oxetan-3-yl)azetidin-3-yl)phenyl)amino)-4-(cyclopropylamino)imidazo[2,1-f][1,2,4]triazine-7-carbonitrile). As a reaction SMILES: [NH:1]1[CH2:4][CH:3]([C:5]2[C:6]([Cl:38])=[C:7]([NH:13][C:14]3[N:19]=[C:18]([N:20]([CH:30]4[CH2:32][CH2:31]4)CC4C=CC(OC)=CC=4)[C:17]4=[N:33][CH:34]=[C:35]([C:36]#[N:37])[N:16]4[N:15]=3)[CH:8]=[C:9]([C:11]#[N:12])[CH:10]=2)[CH2:2]1.[O:39]1[CH2:42][C:41](=O)[CH2:40]1>>[Cl:38][C:6]1[C:5]([CH:3]2[CH2:2][N:1]([CH:41]3[CH2:42][O:39][CH2:40]3)[CH2:4]2)=[CH:10][C:9]([C:11]#[N:12])=[CH:8][C:7]=1[NH:13][C:14]1[N:19]=[C:18]([NH:20][CH:30]2[CH2:32][CH2:31]2)[C:17]2=[N:33][CH:34]=[C:35]([C:36]#[N:37])[N:16]2[N:15]=1. Procedure: The title compound, was prepared from 2-((3-(azetidin-3-yl)-2-chloro-5-cyanophenyl)amino)-4-(cyclopropyl(4-methoxybenzyl)amino)imidazo[2,1-f][1,2,4]triazine-7-carbonitrile (Example 357E) and oxetan-3-one using a method analogous to that used to prepare Example 301.